This data is from the Open Reaction Database (ORD), a public repository of structured organic reaction records. The task is: describe an organic reaction: reactants, conditions, products, and yield Starting materials: C(=C)C1=NC=CN=C1 (vinylpyrazine), CS (methylmercaptan), C(C1=CC=CC=C1)(=O)OOC(C1=CC=CC=C1)=O (benzoyl peroxide). Yields the product CSCCC1=NC=CN=C1 (2-Pyrazinyl-ethyl methyl sulfide). As a reaction SMILES: [CH:1]([C:3]1[CH:8]=[N:7][CH:6]=[CH:5][N:4]=1)=[CH2:2].[CH3:9][SH:10].C(OOC(=O)C1C=CC=CC=1)(=O)C1C=CC=CC=1>>[CH3:9][S:10][CH2:2][CH2:1][C:3]1[CH:8]=[N:7][CH:6]=[CH:5][N:4]=1. Reported procedure: h. 2-Pyrazinyl-ethyl methyl sulfide was prepared by reacting vinylpyrazine [c.f. J. Org. Chem. 27, 1363 (1962] with methylmercaptan by the action of ultra violet light and in the presence of benzoyl peroxide by the method described in Acta Chem. Scand. 8, 295 (1954). The product was identified by mass spectrometry. It has a b.p. of 57°-69°C. at 0.05 mm. Hg. Reactants: BrCCCC(C)=O (5-bromo-2-pentanone), C1=CC=CC=2SCC3=C(C(C21)=C2CCNCC2)C=CC=C3 (4-(6,11-dihydrodibenzo[b,e]thiepin-11-ylidene)piperidine), C([O-])([O-])=O.[K+].[K+] (potassium carbonate). Solvent: C(Cl)(Cl)Cl (chloroform), C(Cl)(Cl)Cl (chloroform). The product is C1=CC=CC=2SCC3=C(C(C21)=C2CCN(CC2)CCCC(C)=O)C=CC=C3 (5-[4-(6,11-dihydrodibenzo[b,e]thiepin-11-ylidene)piperidino]-2-pentanone). RXN SMILES: Br[CH2:2][CH2:3][CH2:4][C:5](=[O:7])[CH3:6].[CH:8]1[C:18]2[C:17](=[C:19]3[CH2:24][CH2:23][NH:22][CH2:21][CH2:20]3)[C:16]3[CH:25]=[CH:26][CH:27]=[CH:28][C:15]=3[CH2:14][S:13][C:12]=2[CH:11]=[CH:10][CH:9]=1.C(=O)([O-])[O-].[K+].[K+]>C(Cl)(Cl)Cl>[CH:8]1[C:18]2[C:17](=[C:19]3[CH2:24][CH2:23][N:22]([CH2:2][CH2:3][CH2:4][C:5](=[O:7])[CH3:6])[CH2:21][CH2:20]3)[C:16]3[CH:25]=[CH:26][CH:27]=[CH:28][C:15]=3[CH2:14][S:13][C:12]=2[CH:11]=[CH:10][CH:9]=1 |f:2.3.4|. Reported procedure: A solution of 10 g of 5-bromo-2-pentanone in 40 cc of chloroform is added dropwise within 10 minutes to a mixture of 14.7 g of 4-(6,11-dihydrodibenzo[b,e]thiepin-11-ylidene)piperidine and 12.7 g of potassium carbonate in 200 cc of chloroform, and the mixture is heated at reflux for 18 hours. After cooling, filtration is effected, the filtrate is washed with water, dried over magnesium sulphate, and the solvent is completely removed by distillation. The oily residue is then chromatographed on 200... The reactants are C(C1=CC=CC=C1)(=O)C1=CC=C(OC(C(=O)OC)(C)C)C=C1 (methyl 2-(p-benzoylphenoxy)-2-methylpropionate), CCN(CC)CCO (diethylaminoethanol), Cl (hydrochloric acid). Reagents/catalysts: CC(C)[O-].CC(C)[O-].CC(C)[O-].CC(C)[O-].[Ti+4] (titanium isopropylate). The solvent is CCOCC (ether). Conditions: temperature 120 celsius. Product: C(C1=CC=CC=C1)(=O)C1=CC=C(OC(C(=O)OCCN(CC)CC)(C)C)C=C1 (Diethylaminoethyl 2-(p-benzoylphenoxy)-2-methylpropionate). Reaction SMILES: [C:1]([C:9]1[CH:22]=[CH:21][C:12]([O:13][C:14]([CH3:20])([CH3:19])[C:15]([O:17][CH3:18])=[O:16])=[CH:11][CH:10]=1)(=[O:8])[C:2]1[CH:7]=[CH:6][CH:5]=[CH:4][CH:3]=1.[CH3:23][CH2:24][N:25]([CH2:28]CO)[CH2:26][CH3:27].Cl>CC([O-])C.CC([O-])C.CC([O-])C.CC([O-])C.[Ti+4].CCOCC>[C:1]([C:9]1[CH:22]=[CH:21][C:12]([O:13][C:14]([CH3:20])([CH3:19])[C:15]([O:17][CH2:18][CH2:28][N:25]([CH2:26][CH3:27])[CH2:24][CH3:23])=[O:16])=[CH:11][CH:10]=1)(=[O:8])[C:2]1[CH:3]=[CH:4][CH:5]=[CH:6][CH:7]=1 |f:3.4.5.6.7|. Procedure details: 299 g (1 mole) of methyl 2-(p-benzoylphenoxy)-2-methylpropionate, 30 g of titanium isopropylate and 117 g (1 mole) of diethylaminoethanol are placed in a 500-cc flask. The reaction mixture is heated for 45 minutes at 120° C. (interior temperature) so as to distil off all the alcohol formed. The mixture is then allowed to cool and poured on to 10% hydrochloric acid in the presence of ether. The aqueous phase is made alkaline and then extracted with methylene chloride. The organic phase is careful... Starting materials: O=C[C@H](O)[C@@H](O)[C@H](O)[C@H](O)CO (Glucose), C(CCCCCCCCC)(=O)Cl (decanoic acid chloride). Solvent: N1=CC=CC=C1 (pyridine). Yields the product crude product, C(CCCCCCCCC)(=O)O.O=C[C@H](O)[C@@H](O)[C@H](O)[C@H](O)CO (glucose decanoate). Reaction SMILES: [O:1]=[CH:2][C@@H:3]([C@H:5]([C@@H:7]([C@@H:9]([CH2:11][OH:12])[OH:10])[OH:8])[OH:6])[OH:4].[C:13](Cl)(=[O:23])[CH2:14][CH2:15][CH2:16][CH2:17][CH2:18][CH2:19][CH2:20][CH2:21][CH3:22]>N1C=CC=CC=1>[C:13]([OH:23])(=[O:1])[CH2:14][CH2:15][CH2:16][CH2:17][CH2:18][CH2:19][CH2:20][CH2:21][CH3:22].[O:1]=[CH:2][C@@H:3]([C@H:5]([C@@H:7]([C@@H:9]([CH2:11][OH:12])[OH:10])[OH:8])[OH:6])[OH:4] |f:3.4|. Procedure: Glucose and linear decanoic acid chloride were reacted in pyridine solvent at a reaction temperature of 60° C. for about 30 min. to obtain a crude product of glucose decanoate. The reactants are C(F)(F)=C(F)CC(COCOC)CC=C (CF2═CFCH2CH(CH2OCH2OCH3)CH2CH═CH2), CO (methanol), Cl (hydrochloric acid). Run in O (water). Reaction conditions: temperature 60 celsius. Product: C(F)(F)=C(F)CC(CO)CC=C (CF2═CFCH2CH(CH2OH)CH2CH═CH2). Isolated yield 109.8%. Reaction SMILES: [C:1](=[C:4]([CH2:6][CH:7]([CH2:13][CH:14]=[CH2:15])[CH2:8][O:9]COC)[F:5])([F:3])[F:2].CO.Cl>O>[C:1](=[C:4]([CH2:6][CH:7]([CH2:13][CH:14]=[CH2:15])[CH2:8][OH:9])[F:5])([F:3])[F:2]. Reported procedure: 40 g of CF2═CFCH2CH(CH2OCH2OCH3)CH2CH═CH2 obtained in Example 3 and 100 mL of methanol were put into a 300 mL glass reactor, and a catalytic amount of concentrated hydrochloric acid was added thereto, followed by heating at 60° C. for 19 hours. The reaction solution was cooled to room temperature, and 30 mL of water was added to carry out liquid separation. The organic layer was further washed with 50 mL of water and subjected to precision distillation to obtain 35.3 g of CF2═CFCH2CH(CH2OH)CH2CH... The reactants are CI, Cc1c(C)n(-c2ccccc2)c2nc[nH]c(=O)c12. Yields the product Cc1c(C)n(-c2ccccc2)c2ncn(C)c(=O)c12. As a reaction SMILES: [CH3:1][I:2].[CH3:3][c:4]1[c:5]([CH3:20])[n:6](-[c:14]2[cH:15][cH:16][cH:17][cH:18][cH:19]2)[c:7]2[n:8][cH:9][nH:10][c:11](=[O:13])[c:12]12>>[CH3:1][n:10]1[cH:9][n:8][c:7]2[n:6](-[c:14]3[cH:15][cH:16][cH:17][cH:18][cH:19]3)[c:5]([CH3:20])[c:4]([CH3:3])[c:12]2[c:11]1=[O:13]. RXN SMILES: [C:1]([CH3:2])([CH3:3])([CH3:4])[O:5][C:6](=[O:7])[NH:8][CH:9]([CH:10]([CH3:11])[CH2:12][CH3:13])[C:14](=[O:15])[OH:16].[CH3:18][N:19]([CH3:20])[CH2:21][CH2:22][CH2:23][N:24]=[C:25]=[N:26][CH2:27][CH3:28].[CH:40]([N:41]([CH2:42][CH3:43])[CH:44]([CH3:45])[CH3:46])([CH3:47])[CH3:48].[ClH:17].[F:49][C:50]([F:51])([F:52])[C:53]([OH:54])=[O:55].[NH2:56][CH:57]([CH3:58])[C:59](=[O:60])[O:61][CH2:62][CH2:63][O:64][c:65]1[cH:66][cH:67][c:68](-[c:71]2[c:72]([C:98]#[N:99])[c:73]([S:84][CH2:85][c:86]3[n:87][c:88](-[c:91]4[cH:92][cH:93][c:94]([Cl:97])[cH:95][cH:96]4)[s:89][cH:90]3)[n:74][c:75]([N:79]3[CH2:80][CH2:81][CH2:82][CH2:83]3)[c:76]2[C:77]#[N:78])[cH:69][cH:70]1.[O:100]=[CH:101][N:102]([CH3:103])[CH3:104].[OH2:29].[OH:30][n:31]1[c:32]2[cH:33][cH:34][cH:35][cH:36][c:37]2[n:38][n:39]1>>[C:1]([CH3:2])([CH3:3])([CH3:4])[O:5][C:6](=[O:7])[NH:8][CH:9]([CH:10]([CH3:11])[CH2:12][CH3:13])[C:14](=[O:16])[NH:56][CH:57]([CH3:58])[C:59](=[O:60])[O:61][CH2:62][CH2:63][O:64][c:65]1[cH:66][cH:67][c:68](-[c:71]2[c:72]([C:98]#[N:99])[c:73]([S:84][CH2:85][c:86]3[n:87][c:88](-[c:91]4[cH:92][cH:93][c:94]([Cl:97])[cH:95][cH:96]4)[s:89][cH:90]3)[n:74][c:75]([N:79]3[CH2:80][CH2:81][CH2:82][CH2:83]3)[c:76]2[C:77]#[N:78])[cH:69][cH:70]1. Reactants: CCC(C)C(NC(=O)OC(C)(C)C)C(=O)O, CCN=C=NCCCN(C)C, CCN(C(C)C)C(C)C, Cl, O=C(O)C(F)(F)F, CC(N)C(=O)OCCOc1ccc(-c2c(C#N)c(SCc3csc(-c4ccc(Cl)cc4)n3)nc(N3CCCC3)c2C#N)cc1, CN(C)C=O, O, On1nnc2ccccc21. Yields the product CCC(C)C(NC(=O)OC(C)(C)C)C(=O)NC(C)C(=O)OCCOc1ccc(-c2c(C#N)c(SCc3csc(-c4ccc(Cl)cc4)n3)nc(N3CCCC3)c2C#N)cc1.